This data is from the Open Reaction Database (ORD), a public repository of structured organic reaction records. The task is: describe an organic reaction: reactants, conditions, products, and yield The reactants are C1(=CC=CC=C1)C=1C=2N(CCC1)C=CN2 (5,6-Dihydro-8-phenylimidazo[1,2-a]pyridine). The reagents and catalysts are [O-2].[O-2].[Mn+4] (manganese dioxide). Solvent: C(Cl)Cl (methylene chloride). Yields the product C1(=CC=CC=C1)C=1C=2N(C=CC1)C=CN2 (8-Phenylimidazo[1,2-a]pyridine). As a reaction SMILES: [C:1]1([C:7]2[C:8]3[N:9]([CH:13]=[CH:14][N:15]=3)[CH2:10][CH2:11][CH:12]=2)[CH:6]=[CH:5][CH:4]=[CH:3][CH:2]=1>C(Cl)Cl.[O-2].[O-2].[Mn+4]>[C:1]1([C:7]2[C:8]3[N:9]([CH:13]=[CH:14][N:15]=3)[CH:10]=[CH:11][CH:12]=2)[CH:2]=[CH:3][CH:4]=[CH:5][CH:6]=1 |f:2.3.4|. Procedure: Combine 9 g (46 mmol) of the product from Example 3 with 50 g of "activated" manganese dioxide in 200 ml of methylene chloride, and heat to reflux for 8 hr. Filter off the solids and remove the solvent in vacuo. Crystallize the residue from ether to provide the title compound. Starting materials: CS(=O)C1=CN(C2=CC(=CC=C12)C(=O)O)C1=NC=C(C=N1)C1=CC=CC=C1 (3-(methylsulfinyl)-1-(5-phenylpyrimidin-2-yl)-1H-indole-6-carboxylic acid), N1C(CNCC1)=O (piperazin-2-one). Product: CS(=O)C1=CN(C2=CC(=CC=C12)C(=O)N1CC(NCC1)=O)C1=NC=C(C=N1)C1=CC=CC=C1 (4-(3-(Methylsulfinyl)-1-(5-phenylpyrimidin-2-yl)-1H-indole-6-carbonyl)piperazin-2-one). RXN SMILES: [CH3:1][S:2]([C:4]1[C:12]2[C:7](=[CH:8][C:9]([C:13](O)=[O:14])=[CH:10][CH:11]=2)[N:6]([C:16]2[N:21]=[CH:20][C:19]([C:22]3[CH:27]=[CH:26][CH:25]=[CH:24][CH:23]=3)=[CH:18][N:17]=2)[CH:5]=1)=[O:3].[NH:28]1[CH2:33][CH2:32][NH:31][CH2:30][C:29]1=[O:34]>>[CH3:1][S:2]([C:4]1[C:12]2[C:7](=[CH:8][C:9]([C:13]([N:31]3[CH2:32][CH2:33][NH:28][C:29](=[O:34])[CH2:30]3)=[O:14])=[CH:10][CH:11]=2)[N:6]([C:16]2[N:21]=[CH:20][C:19]([C:22]3[CH:27]=[CH:26][CH:25]=[CH:24][CH:23]=3)=[CH:18][N:17]=2)[CH:5]=1)=[O:3]. Procedure: Synthesized from 3-(methylsulfinyl)-1-(5-phenylpyrimidin-2-yl)-1H-indole-6-carboxylic acid (200 mg, 0.53 mmol) and piperazin-2-one (64 mg, 0.63 mmol) in an analogous manner as described for example 52. White solid. Yield: 148 mg (61% of theory). HPLC-MS (method 4): Rt=2.6 min; m/z [M+H]+=460.3 Reactants: C(C1=CC=CC=C1)(=S)O (thiobenzoic acid), C([O-])([O-])=O.[K+].[K+] (potassium carbonate), Cl.C1(=CC=CC=C1)[C@H]1CC[C@H](N1)C(=O)O (cis-5-phenyl proline hydrochloride), 2-N, [OH-].[Na+] (sodium hydroxide), [OH-].[Na+] (sodium hydroxide), BrCCC(=O)Cl (3-bromopropionyl chloride), C(C1=CC=CC=C1)(=S)[O-].[K+] (Potassium thiobenzoate). Solvent: O (water). Reaction conditions: temperature 25 celsius, time 3 hour. The product is C(C1=CC=CC=C1)(=O)SCCC(=O)N1[C@H](C(=O)O)CC[C@@H]1C1=CC=CC=C1 (cis-1-(3-Benzoylthiopropanoyl)-5-phenyl proline). RXN SMILES: Cl.[C:2]1([C@@H:8]2[NH:12][C@H:11]([C:13]([OH:15])=[O:14])[CH2:10][CH2:9]2)[CH:7]=[CH:6][CH:5]=[CH:4][CH:3]=1.[OH-].[Na+].Br[CH2:19][CH2:20][C:21](Cl)=[O:22].[C:24]([O-:32])(=[S:31])[C:25]1[CH:30]=[CH:29][CH:28]=[CH:27][CH:26]=1.[K+].C(O)(=S)C1C=CC=CC=1.C(=O)([O-])[O-].[K+].[K+]>O>[C:24]([S:31][CH2:19][CH2:20][C:21]([N:12]1[C@@H:8]([C:2]2[CH:3]=[CH:4][CH:5]=[CH:6][CH:7]=2)[CH2:9][CH2:10][C@H:11]1[C:13]([OH:15])=[O:14])=[O:22])(=[O:32])[C:25]1[CH:30]=[CH:29][CH:28]=[CH:27][CH:26]=1 |f:0.1,2.3,5.6,8.9.10|. Procedure: To a solution of cis-5-phenyl proline hydrochloride (5.0 g., 0.022 m) and 1 N sodium hydroxide (44 ml.) at 10° C. was slowly added 3-bromopropionyl chloride (2.2 ml., 0.022 m) and 2-N sodium hydroxide (11 ml.), keeping pH between 7.5 and 9. The mixture was stirred at 25° C. for 3 hours. Potassium thiobenzoate, prepared by mixing thiobenzoic acid, 95% (3.28 g., 0.024 m) and potassium carbonate (2.02 g., 0.014 m) in water (25 ml.), was added to the reaction, which was stirred overnight at 25° C. T... The reactants are C(C)C=1C(NC(NC1OC1=CC(=CC(=C1)C)C)=O)=O (5-Ethyl-6-(3,5-dimethylphenoxy)-2,4-pyrimidinedione), N1=C(C=CC=C1)CCl (2-picolyl chloride). Product: N1=C(C=CC=C1)CN1C(NC(C(=C1OC1=CC(=CC(=C1)C)C)CC)=O)=O (1-(Pyridin-2-ylmethyl)-5-ethyl-6-(3,5-dimethylphenoxy)-2,4-pyrimidinedione). The yield is 35.6%. Reaction SMILES: [CH2:1]([C:3]1[C:4](=[O:19])[NH:5][C:6](=[O:18])[NH:7][C:8]=1[O:9][C:10]1[CH:15]=[C:14]([CH3:16])[CH:13]=[C:12]([CH3:17])[CH:11]=1)[CH3:2].[N:20]1[CH:25]=[CH:24][CH:23]=[CH:22][C:21]=1[CH2:26]Cl>>[N:20]1[CH:25]=[CH:24][CH:23]=[CH:22][C:21]=1[CH2:26][N:7]1[C:8]([O:9][C:10]2[CH:11]=[C:12]([CH3:17])[CH:13]=[C:14]([CH3:16])[CH:15]=2)=[C:3]([CH2:1][CH3:2])[C:4](=[O:19])[NH:5][C:6]1=[O:18]. Reported procedure: 5-Ethyl-6-(3,5-dimethylphenoxy)-2,4-pyrimidinedione and 2-picolyl chloride were reacted by the same way with the example 1 to obtain the titled compound (125 mg, yield: 35.6%).